From a dataset of the Open Reaction Database (ORD), a public repository of structured organic reaction records. describe an organic reaction: reactants, conditions, products, and yield RXN SMILES: [C:35]([O:36][BH-:37]([O:38][C:39](=[O:40])[CH3:41])[O:42][C:43](=[O:44])[CH3:45])(=[O:46])[CH3:47].[CH3:49][C:50](=[O:51])[OH:52].[Cl:53][CH:54]([Cl:55])[CH3:56].[F:1][C:2]([O:3][c:4]1[cH:5][c:6]([O:7][c:8]2[cH:9][c:10]([NH2:11])[cH:12][cH:13][cH:14]2)[cH:15][cH:16][cH:17]1)([F:18])[F:19].[F:20][C:21]([CH:22]([F:23])[F:24])([O:25][c:26]1[cH:27][c:28]([CH:29]=[O:30])[cH:31][cH:32][cH:33]1)[F:34].[Na+:48]>>[F:1][C:2]([O:3][c:4]1[cH:5][c:6]([O:7][c:8]2[cH:9][c:10]([NH:11][CH2:29][c:28]3[cH:27][c:26]([O:25][C:21]([F:20])([CH:22]([F:23])[F:24])[F:34])[cH:33][cH:32][cH:31]3)[cH:12][cH:13][cH:14]2)[cH:15][cH:16][cH:17]1)([F:18])[F:19]. The product is FC(F)C(F)(F)Oc1cccc(CNc2cccc(Oc3cccc(OC(F)(F)F)c3)c2)c1. Starting materials: CC(=O)O[BH-](OC(C)=O)OC(C)=O, CC(=O)O, CC(Cl)Cl, Nc1cccc(Oc2cccc(OC(F)(F)F)c2)c1, O=Cc1cccc(OC(F)(F)C(F)F)c1, [Na+]. The reactants are N[C@H](C)C(=O)[C@H]1[C@@](O[C@@H]([C@H]([C@@H]1O)O)CO)(N(C(CCCCCCCCCCC)=O)CCCCCCCCCCCC)N (N-(2-D-alanyl-amino-2-deoxy-β-D-glucopyranosyl)-N-dodecyl-dodecanamide), C(=O)(OCC1=CC=CC=C1)NCC(=O)O (N-carbobenzoxy-glycine). Yields the product C(=O)(OCC1=CC=CC=C1)NCC(=O)N[C@H](C)C(=O)[C@H]1[C@@](O[C@@H]([C@H]([C@@H]1O)O)CO)(N(C(CCCCCCCCCCC)=O)CCCCCCCCCCCC)N (N-[2-(N-Carbobenzoxy-glycyl-D-alanyl)-amino-2-deoxy-β-D-glucopyranosyl]-N-dodecyl-dodecanamide). Reaction SMILES: [NH2:1][C@@H:2]([C:4]([C@@H:6]1[C@@H:11]([OH:12])[C@H:10]([OH:13])[C@@H:9]([CH2:14][OH:15])[O:8][C@@:7]1([NH2:42])[N:16]([CH2:30][CH2:31][CH2:32][CH2:33][CH2:34][CH2:35][CH2:36][CH2:37][CH2:38][CH2:39][CH2:40][CH3:41])[C:17](=[O:29])[CH2:18][CH2:19][CH2:20][CH2:21][CH2:22][CH2:23][CH2:24][CH2:25][CH2:26][CH2:27][CH3:28])=[O:5])[CH3:3].[C:43]([NH:53][CH2:54][C:55](O)=[O:56])([O:45][CH2:46][C:47]1[CH:52]=[CH:51][CH:50]=[CH:49][CH:48]=1)=[O:44]>>[C:43]([NH:53][CH2:54][C:55]([NH:1][C@@H:2]([C:4]([C@@H:6]1[C@@H:11]([OH:12])[C@H:10]([OH:13])[C@@H:9]([CH2:14][OH:15])[O:8][C@@:7]1([NH2:42])[N:16]([CH2:30][CH2:31][CH2:32][CH2:33][CH2:34][CH2:35][CH2:36][CH2:37][CH2:38][CH2:39][CH2:40][CH3:41])[C:17](=[O:29])[CH2:18][CH2:19][CH2:20][CH2:21][CH2:22][CH2:23][CH2:24][CH2:25][CH2:26][CH2:27][CH3:28])=[O:5])[CH3:3])=[O:56])([O:45][CH2:46][C:47]1[CH:52]=[CH:51][CH:50]=[CH:49][CH:48]=1)=[O:44]. Procedure details: from N-(2-D-alanyl-amino-2-deoxy-β-D-glucopyranosyl)-N-dodecyl-dodecanamide and N-carbobenzoxy-glycine. Reactants: ClC=1C=CC=2N(N1)C(=NN2)C(F)(F)F (6-Chloro-3-(trifluoromethyl)-[1,2,4]triazolo[4,3-b]pyridazine), N1CCC(CC1)C1=CNC2=NC=CC=C21 (3-(piperidin-4-yl)-1H-pyrrolo[2,3-b]pyridine), CCN(C(C)C)C(C)C (DIPEA). Solvent: CN(C)C=O (DMF). Conditions: temperature 80 celsius. The product is N1C=C(C=2C1=NC=CC2)C2CCN(CC2)C=2C=CC=1N(N2)C(=NN1)C(F)(F)F (6-[4-(1H-pyrrolo[2,3-b]pyridin-3-yl)piperidin-1-yl]-3-(trifluoromethyl)[1,2,4]triazolo[4,3-b]pyridazine). Isolated yield 77.8%. Reaction SMILES: Cl[C:2]1[CH:3]=[CH:4][C:5]2[N:6]([C:8]([C:11]([F:14])([F:13])[F:12])=[N:9][N:10]=2)[N:7]=1.[NH:15]1[CH2:20][CH2:19][CH:18]([C:21]2[C:29]3[C:24](=[N:25][CH:26]=[CH:27][CH:28]=3)[NH:23][CH:22]=2)[CH2:17][CH2:16]1.CCN(C(C)C)C(C)C>CN(C=O)C>[NH:23]1[C:24]2=[N:25][CH:26]=[CH:27][CH:28]=[C:29]2[C:21]([CH:18]2[CH2:19][CH2:20][N:15]([C:2]3[CH:3]=[CH:4][C:5]4[N:6]([C:8]([C:11]([F:14])([F:13])[F:12])=[N:9][N:10]=4)[N:7]=3)[CH2:16][CH2:17]2)=[CH:22]1. Reported procedure: 6-Chloro-3-(trifluoromethyl)-[1,2,4]triazolo[4,3-b]pyridazine (160 mg, 0.72 mmol), 3-(piperidin-4-yl)-1H-pyrrolo[2,3-b]pyridine (145 mg, 0.72 mmol) and DIPEA (0.14 mL, 0.79 mmol) in DMF (2.0 mL) were stirred and heated at 80° C. for 1 hour. The resulting mixture was then cooled to ambient temperature and quenched in water (10 mL) to give a beige solid. The solid was collected by filtration, washed sequentially with water, acetonitrile and ether, and air dried to give 6-[4-(1H-pyrrolo[2,3-b]pyrid... The reactants are O=C([O-])C(O)C(O)C(=O)[O-], CCO, [Ca+2], Cl, O, O, O, O. The product is O=C(O)C(O)C(O)C(=O)O, O. As a reaction SMILES: [C:8](=[O:9])([O-:10])[CH:11]([OH:12])[CH:13]([OH:14])[C:15](=[O:16])[O-:17].[CH3:1][CH2:2][OH:3].[Ca+2:18].[ClH:19].[OH2:4].[OH2:5].[OH2:6].[OH2:7]>>[C:8](=[O:9])([OH:10])[CH:11]([OH:12])[CH:13]([OH:14])[C:15](=[O:16])[OH:17].[OH2:3].